Dataset: the Open Reaction Database (ORD), a public repository of structured organic reaction records. Task: describe an organic reaction: reactants, conditions, products, and yield The reactants are crude salt, C1(=CC=C(C=C1)C1C(OC(C1)OC)OC)C1=CC=CC=C1 (3-(biphenyl-4-yl)-2,5-dimethoxytetrahydrofuran), C(C1=CC=CC=C1)OC(C[C@H](C(=O)N[C@H](CO)CC1=CC=CC=C1)N1C=C(C=C1)C1=CC=C(C=C1)C1=CC=CC=C1)=O (N-(1(S)-benzyl-2-hydroxyethyl)-3(R)-[3-(biphenyl-4-yl)-1H-pyrrol-1-yl]succinamic acid benzyl ester), C(C1=CC=CC=C1)OC(C[C@H](C(=O)N[C@H](COC)CC1=CC=CC=C1)NC(=O)OC(C)(C)C)=O (N-(1(S)-benzyl-2-methoxy-ethyl)-3(R)-(t-butoxycarbonylamino)succinamic acid benzyl ester). Run in CC(=O)O (HOAc). The product is C(C1=CC=CC=C1)OC(C[C@H](C(=O)N[C@H](COC)CC1=CC=CC=C1)N1C=C(C=C1)C1=CC=C(C=C1)C1=CC=CC=C1)=O (N-(1(S)-benzyl-2-methoxyethyl)-3(R)-[3-(biphenyl-4-yl)-1H-pyrrol-1-yl]succinamic acid benzyl ester). The yield is 54.0%. RXN SMILES: [CH2:1]([O:8][C:9](=[O:42])[CH2:10][C@@H:11]([N:25]1[CH:29]=[CH:28][C:27]([C:30]2[CH:35]=[CH:34][C:33]([C:36]3[CH:41]=[CH:40][CH:39]=[CH:38][CH:37]=3)=[CH:32][CH:31]=2)=[CH:26]1)[C:12]([NH:14][C@@H:15]([CH2:18][C:19]1[CH:24]=[CH:23][CH:22]=[CH:21][CH:20]=1)[CH2:16][OH:17])=[O:13])[C:2]1[CH:7]=[CH:6][CH:5]=[CH:4][CH:3]=1.[CH2:43](OC(=O)C[C@@H](NC(OC(C)(C)C)=O)C(N[C@@H](CC1C=CC=CC=1)COC)=O)C1C=CC=CC=1.C1(C2C=CC=CC=2)C=CC(C2CC(OC)OC2OC)=CC=1>CC(O)=O>[CH2:1]([O:8][C:9](=[O:42])[CH2:10][C@@H:11]([N:25]1[CH:29]=[CH:28][C:27]([C:30]2[CH:35]=[CH:34][C:33]([C:36]3[CH:37]=[CH:38][CH:39]=[CH:40][CH:41]=3)=[CH:32][CH:31]=2)=[CH:26]1)[C:12]([NH:14][C@@H:15]([CH2:18][C:19]1[CH:24]=[CH:23][CH:22]=[CH:21][CH:20]=1)[CH2:16][O:17][CH3:43])=[O:13])[C:2]1[CH:7]=[CH:6][CH:5]=[CH:4][CH:3]=1. Reported procedure: According to the proecdure described in Example 1(a) for the preparation of N-(1(S)-benzyl-2-hydroxyethyl)-3(R)-[3-(biphenyl-4-yl)-1H-pyrrol-1-yl]succinamic acid benzyl ester, N-(1(S)-benzyl-2-methoxy-ethyl)-3(R)-(t-butoxycarbonylamino)succinamic acid benzyl ester was deprotected and the crude salt condensed in HOAc with 3-(biphenyl-4-yl)-2,5-dimethoxytetrahydrofuran (prepared as described in Example 1(a)) to provide in 54% yield N-(1(S)-benzyl-2-methoxyethyl)-3(R)-[3-(biphenyl-4-yl)-1H-pyrrol-1... Starting materials: ClC=1C=CC(=C(N)C1)[N+](=O)[O-] (5-chloro-2-nitroaniline), [Na] (Sodium), C(C)(=O)NC1=CC=C(C=C1)S (4-acetamidothiophenol), resultant solution. The solvent is C(C)O (ethanol). Reaction conditions: time 5 minute. The product is NC1=C(C=CC(=C1)SC1=CC=C(C=C1)NC(C)=O)[N+](=O)[O-] (2-Amino-4-(4-acetamidophenylsulphanyl)nitrobenzene). Yield: 70.0%. As a reaction SMILES: [Na].[C:2]([NH:5][C:6]1[CH:11]=[CH:10][C:9]([SH:12])=[CH:8][CH:7]=1)(=[O:4])[CH3:3].Cl[C:14]1[CH:15]=[CH:16][C:17]([N+:21]([O-:23])=[O:22])=[C:18]([CH:20]=1)[NH2:19]>C(O)C>[NH2:19][C:18]1[CH:20]=[C:14]([S:12][C:9]2[CH:10]=[CH:11][C:6]([NH:5][C:2](=[O:4])[CH3:3])=[CH:7][CH:8]=2)[CH:15]=[CH:16][C:17]=1[N+:21]([O-:23])=[O:22] |^1:0|. Reported procedure: Sodium (0.269 g) was added to ethanol (20 ml) and the resultant solution was allowed to cool to ambient temperature and 4-acetamidothiophenol (1.94 g) was added. The mixture was stirred for 5 minutes and 5-chloro-2-nitroaniline (2 g) was added. The mixture was then heated under reflux under argon for 3 hours and allowed to cool. The resultant solid was collected by filtration, washed with ethanol then dried to give the title compound (2.46 g) as a solid. NMR: 2.05 (s, 3H), 6.3 (dd, 1H), 6.6 (s, ...